Dataset: the Open Reaction Database (ORD), a public repository of structured organic reaction records. Task: describe an organic reaction: reactants, conditions, products, and yield Starting materials: C(C1=CC=CC=C1)OC=1C=C2C=CC(=CC2=CC1)O (6-benzyloxy-2napthol), [H-].[Na+] (sodium hydride), FC(S(=O)(=O)OCC(C(C(COCC)(F)F)(F)F)(F)F)(F)F (5-ethoxy-2,2,3,3,4,4-hexafluoropentyl trifluoromethanesulfonate). The solvent is COCCOC (1,2-dimethoxyethane). Run at time 18 hour. Product: C(C)OCC(C(C(COC=1C=C2C=CC(=CC2=CC1)O)(F)F)(F)F)(F)F (6-(5-ethoxy-2,2,3,3,4,4-hexafluoropentoxy)-2-hydroxynapthalene). Isolated yield 42.9%. As a reaction SMILES: [H-].[Na+].C([O:10][C:11]1[CH:12]=[C:13]2[C:18](=[CH:19][CH:20]=1)[CH:17]=[C:16](O)[CH:15]=[CH:14]2)C1C=CC=CC=1.FC(F)(F)S([O:27][CH2:28][C:29]([F:41])([F:40])[C:30]([F:39])([F:38])[C:31]([F:37])([F:36])[CH2:32][O:33][CH2:34][CH3:35])(=O)=O>COCCOC>[CH2:34]([O:33][CH2:32][C:31]([F:36])([F:37])[C:30]([F:38])([F:39])[C:29]([F:40])([F:41])[CH2:28][O:27][C:16]1[CH:17]=[C:18]2[C:13](=[CH:14][CH:15]=1)[CH:12]=[C:11]([OH:10])[CH:20]=[CH:19]2)[CH3:35] |f:0.1|. Reported procedure: 0.7 g of 60% sodium hydride in mineral oil was added to 25 ml of dry 1,2-dimethoxyethane. The contents were stirred, and 2.5 g (0.010 moles) of 6-benzyloxy-2napthol was slowly added. After stirring the resulting solution for 20 minutes at room temperature, it was cooled with an ice bath. 4.1 g (0.011 moles) of 5-ethoxy-2,2,3,3,4,4-hexafluoropentyl trifluoromethanesulfonate (prepared essentially as in Example 3) was then added slowly. When this addition was complete, the ice bath was removed, and... Reactants: CC(NC(=O)OCc1ccccc1)C(=O)NC(Cc1ccccc1)C(=O)O, CCO. Product: CC(N)C(=O)NC(Cc1ccccc1)C(=O)O. As a reaction SMILES: [CH2:1]([O:2][C:3](=[O:4])[NH:11][CH:12]([CH3:13])[C:14](=[O:15])[NH:16][CH:17]([CH2:18][c:19]1[cH:20][cH:21][cH:22][cH:23][cH:24]1)[C:25](=[O:26])[OH:27])[c:5]1[cH:6][cH:7][cH:8][cH:9][cH:10]1.[CH2:28]([OH:29])[CH3:30]>>[NH2:11][CH:12]([CH3:13])[C:14](=[O:15])[NH:16][CH:17]([CH2:18][c:19]1[cH:20][cH:21][cH:22][cH:23][cH:24]1)[C:25](=[O:26])[OH:27]. Reactants: O=C1CCC(=O)N1Br, ClC(Cl)(Cl)Cl, CC(C)(C)OC(=O)Nc1ccsc1. The product is CC(C)(C)OC(=O)Nc1ccsc1Br. RXN SMILES: [Br:14][N:15]1[C:16](=[O:17])[CH2:18][CH2:19][C:20]1=[O:21].[C:22]([Cl:23])([Cl:24])([Cl:25])[Cl:26].[s:1]1[cH:2][c:3]([NH:6][C:7]([O:8][C:9]([CH3:10])([CH3:11])[CH3:12])=[O:13])[cH:4][cH:5]1>>[s:1]1[c:2]([Br:14])[c:3]([NH:6][C:7]([O:8][C:9]([CH3:10])([CH3:11])[CH3:12])=[O:13])[cH:4][cH:5]1. Reported procedure: Compound 44-5 (800 mg) was dissolved in ethanol (15 ml), concentrated hydrochloric acid (1.5 ml) was added, and the mixture was stirred at 80° C. for 1.5 hr. The reaction mixture was concentrated, and the residue was washed with diethyl ether to give the object product (540 mg) as a white powder. Reaction SMILES: C(OC(=O)[NH:7][C:8]1([CH2:16][CH2:17][C:18]2[CH:23]=[CH:22][C:21]([O:24][CH2:25][CH2:26][CH2:27][C:28]3[CH:33]=[CH:32][C:31]([F:34])=[C:30]([CH3:35])[CH:29]=3)=[C:20]([C:36]([F:39])([F:38])[F:37])[CH:19]=2)[CH2:13][O:12]C(C)(C)[O:10][CH2:9]1)(C)(C)C.[ClH:41]>C(O)C>[ClH:41].[NH2:7][C:8]([CH2:16][CH2:17][C:18]1[CH:23]=[CH:22][C:21]([O:24][CH2:25][CH2:26][CH2:27][C:28]2[CH:33]=[CH:32][C:31]([F:34])=[C:30]([CH3:35])[CH:29]=2)=[C:20]([C:36]([F:39])([F:37])[F:38])[CH:19]=1)([CH2:13][OH:12])[CH2:9][OH:10] |f:3.4|. The product is Cl.NC(CO)(CO)CCC1=CC(=C(C=C1)OCCCC1=CC(=C(C=C1)F)C)C(F)(F)F (2-amino-2-(2-{4-[3-(4-fluoro-3-methylphenyl)propoxy]-3-trifluoromethylphenyl}ethyl)propane-1,3-diol hydrochloride). The solvent is C(C)O (ethanol). Conditions: temperature 80 celsius, time 1.5 hour. Starting materials: C(C)(C)(C)OC(NC1(COC(OC1)(C)C)CCC1=CC(=C(C=C1)OCCCC1=CC(=C(C=C1)F)C)C(F)(F)F)=O ([5-(2-{4-[3-(4-fluoro-3-methylphenyl)propoxy]-3-trifluoromethylphenyl}ethyl)-2,2-dimethyl-1,3-dioxan-5-yl]carbamic acid t-butyl ester), Cl (hydrochloric acid).